Dataset: the Open Reaction Database (ORD), a public repository of structured organic reaction records. Task: describe an organic reaction: reactants, conditions, products, and yield The reactants are Cl (hydrochloric acid), [H-].[Na+] (Sodium hydride), OCCCC(=O)[O-].[Na+] (sodium 4-hydroxybutyrate), BrCCCCCC1=CC=CC=C1 ((5-bromopentyl)-benzene). Solvent: CN(C=O)C (N,N-dimethylformamide). Reaction conditions: temperature 60 celsius. The product is C1(=CC=CC=C1)CCCCCOCCCC(=O)O (4-(5-phenyl-pentyloxy)-butyric acid). The yield is 2.7%. As a reaction SMILES: [H-].[Na+].[OH:3][CH2:4][CH2:5][CH2:6][C:7]([O-:9])=[O:8].[Na+].Br[CH2:12][CH2:13][CH2:14][CH2:15][CH2:16][C:17]1[CH:22]=[CH:21][CH:20]=[CH:19][CH:18]=1.Cl>CN(C)C=O>[C:17]1([CH2:16][CH2:15][CH2:14][CH2:13][CH2:12][O:3][CH2:4][CH2:5][CH2:6][C:7]([OH:9])=[O:8])[CH:22]=[CH:21][CH:20]=[CH:19][CH:18]=1 |f:0.1,2.3|. Procedure: Sodium hydride (60% dispersion in mineral oil, 228 mg, 5.7 mmol) was added to a solution of sodium 4-hydroxybutyrate (600 mg, 4.76 mmol) in N,N-dimethylformamide (5 mL). The reaction was heated at 60° C. for 1 h, then (5-bromopentyl)-benzene (1.15 g, 5.08 mmol) was added, then after 3 weeks 1 M aq. hydrochloric acid solution was added and the reaction mixture evaporated. Chromatography (SiO2; heptane-ethyl acetate gradient) produced 4-(5-phenyl-pentyloxy)-butyric acid (32 mg, 3%) as a colorless ...